This data is from the Open Reaction Database (ORD), a public repository of structured organic reaction records. The task is: describe an organic reaction: reactants, conditions, products, and yield The reactants are ClC1=C(C=C(C=C1)F)C1CC(C=2C(=CC=NC2C1)C)=NNC(=N)N ((±)-7-(2-chloro-5-fluorophenyl)-5-guanidinoimino-4-methyl-5,6,7,8-tetrahydroquinoline), N1[C@@H](CCC1=O)C(=O)O (L-pyroglutamic acid). Solvent: C(C)O (ethanol). Reaction conditions: time 14 hour. Yields the product N1[C@@H](CCC1=O)C(=O)O.ClC1=C(C=C(C=C1)F)C1CC(C=2C(=CC=NC2C1)C)=NNC(=N)N ((+)-7-(2-chloro-5-fluorophenyl)-5-guanidinoimino-4-methyl-5,6,7,8-tetrahydroquinoline L-pyroglutamate). Isolated yield 42.0%. RXN SMILES: [Cl:1][C:2]1[CH:7]=[CH:6][C:5]([F:8])=[CH:4][C:3]=1[CH:9]1[CH2:18][C:17]2[N:16]=[CH:15][CH:14]=[C:13]([CH3:19])[C:12]=2[C:11](=[N:20][NH:21][C:22]([NH2:24])=[NH:23])[CH2:10]1.[NH:25]1[C:29](=[O:30])[CH2:28][CH2:27][C@H:26]1[C:31]([OH:33])=[O:32]>C(O)C>[NH:25]1[C:29](=[O:30])[CH2:28][CH2:27][C@H:26]1[C:31]([OH:33])=[O:32].[Cl:1][C:2]1[CH:7]=[CH:6][C:5]([F:8])=[CH:4][C:3]=1[CH:9]1[CH2:18][C:17]2[N:16]=[CH:15][CH:14]=[C:13]([CH3:19])[C:12]=2[C:11](=[N:20][NH:21][C:22]([NH2:24])=[NH:23])[CH2:10]1 |f:3.4|. Reported procedure: A solution of (±)-7-(2-chloro-5-fluorophenyl)-5-guanidinoimino-4-methyl-5,6,7,8-tetrahydroquinoline (7.1 g) in ethanol (85 ml) was combined with L-pyroglutamic acid (2.72 g) and heated to form a uniform solution. The mixture was allowed to stand to cool gradually, and stirred at room temperature for 14 hours. The crystal precipitated was recovered by a filtration and washed with ethanol to obtain (+)-7-(2-chloro-5-fluorophenyl)-5-guanidinoimino-4-methyl-5,6,7,8-tetrahydroquinoline L-pyroglutamat... The reactants are N1C(CC1)=O (2-azetidinone), IC=1C=C(C=C(C1)C)C (5-iodo-m-xylene). The product is CC=1C=C(C=C(C1)C)N1C(CC1)=O (N-(3,5-Dimethylphenyl)-2-azetidinone). The yield is 94.9%. RXN SMILES: [NH:1]1[CH2:4][CH2:3][C:2]1=[O:5].I[C:7]1[CH:8]=[C:9]([CH3:14])[CH:10]=[C:11]([CH3:13])[CH:12]=1>>[CH3:14][C:9]1[CH:8]=[C:7]([N:1]2[CH2:4][CH2:3][C:2]2=[O:5])[CH:12]=[C:11]([CH3:13])[CH:10]=1. Reported procedure: Using general procedure A, 2-azetidinone (88 mg, 1.24 mmol) was coupled with 5-iodo-m-xylene (150 μL, 1.04 mmol). The crude product was purified by flash chromatography on silica gel (2×15 cm; hexane-ethyl acetate 1:1; 15 mL fractions). Fractions 5-10 provided 173 mg (95% yield) of the product as a white solid. 1H NMR (400 MHz, CDCl3): δ 7.01 (s, 2H), 6.76 (s, 1H), 3.61 (t, J=4.5 Hz, 2H), 3.10 (t, J=4.5 Hz, 2H), 2.32 (s, 6H). The reactants are O=C1CCCCCCCCCCCCCCO1, CC1CCCCCCCCCCC(=O)OCC1. The product is CC1CCCCCCCCCCCC(=O)OCC1. As a reaction SMILES: [C:1]1(=[O:17])[CH2:2][CH2:3][CH2:4][CH2:5][CH2:6][CH2:7][CH2:8][CH2:9][CH2:10][CH2:11][CH2:12][CH2:13][CH2:14][CH2:15][O:16]1.[CH3:18][CH:19]1[CH2:20][CH2:21][O:22][C:23](=[O:24])[CH2:25][CH2:26][CH2:27][CH2:28][CH2:29][CH2:30][CH2:31][CH2:32][CH2:33][CH2:34]1>>[C:1]1(=[O:17])[CH2:2][CH2:3][CH2:4][CH2:5][CH2:6][CH2:7][CH2:8][CH2:9][CH2:10][CH2:11][CH2:12][CH:13]([CH3:18])[CH2:14][CH2:15][O:16]1. The reactants are CN([C@H]1[C@@H](CCCC1)N)C (trans 2-(dimethylamino)cyclohexyl-amine), C(=O)OCC (ethyl formate). Yields the product CN([C@H]1[C@@H](CCCC1)NC=O)C (trans-N-[2-(Dimethylamino)-cyclohexyl]-formamide). Yield: 85.0%. As a reaction SMILES: [CH3:1][N:2]([CH3:10])[C@@H:3]1[CH2:8][CH2:7][CH2:6][CH2:5][C@H:4]1[NH2:9].[CH:11](OCC)=[O:12]>>[CH3:1][N:2]([CH3:10])[C@@H:3]1[CH2:8][CH2:7][CH2:6][CH2:5][C@H:4]1[NH:9][CH:11]=[O:12]. Procedure details: A solution of the trans 2-(dimethylamino)cyclohexyl-amine prepared as in Procedure VIII (5.12 g.; 0.036 mole) and 100 ml. of ethyl formate (distilled over K2CO3) was refluxed for 17 hours and evaporated. The titled product (A) was distilled at 0.1 mm, b.p. 104°, 5.2 g. (85% yield). ir NH 3280, 3040; CH 2930, 2860; N-alkyl 2770; C=O 1670; amide II 1540; other 1450, 1385. nmr in CDCl3 (100 MHz) was in accord. Mass spectrum M+ 170. The reactants are FC=1C=C(C=CC1F)N=C=O (3,4-difluorophenyl isocyanate), CC(C)(C)O (t-BuOH). The product is C(C)(C)(C)OC(NC1=CC(=C(C=C1)F)F)=O ((3,4-difluorophenyl)-carbamic acid-tert-butyl ester). Isolated yield 100.0%. Reaction SMILES: [F:1][C:2]1[CH:3]=[C:4]([N:9]=[C:10]=[O:11])[CH:5]=[CH:6][C:7]=1[F:8].[CH3:12][C:13]([OH:16])([CH3:15])[CH3:14]>>[C:13]([O:16][C:10](=[O:11])[NH:9][C:4]1[CH:5]=[CH:6][C:7]([F:8])=[C:2]([F:1])[CH:3]=1)([CH3:15])([CH3:14])[CH3:12]. Procedure details: A solution of 3,4-difluorophenyl isocyanate (2 g, 10.55 mmol) in t-BuOH (50 mL) was heated at 80° C. for 16 h. The mixture was concentrated by rotary evaporation to give a white solid which was triturated with toluene and evaporated to dryness. Addition of toluene (20 mL) and concentration under vacuum gave (3,4-difluorophenyl)-carbamic acid-tert-butyl ester as a white solid (2.43 g, 100%). The product is NC(=O)NC1CCC(=O)c2ccccc21. Starting materials: CC(=O)O, NC(=O)NC1CCCc2ccccc21, [NH4+], O=[N+]([O-])[O-], O. As a reaction SMILES: [CH3:20][C:21](=[O:22])[OH:23].[CH:1]1([NH:11][C:12](=[O:13])[NH2:14])[CH2:2][CH2:3][CH2:4][c:5]2[cH:6][cH:7][cH:8][cH:9][c:10]21.[NH4+:15].[O-:16][N+:17](=[O:18])[O-:19].[OH2:24]>>[CH:1]1([NH:11][C:12](=[O:13])[NH2:14])[CH2:2][CH2:3][C:4](=[O:16])[c:5]2[cH:6][cH:7][cH:8][cH:9][c:10]21. RXN SMILES: [CH3:26][c:27]1[cH:28][n:29][c:30]2[n:31]([cH:32]1)[n:33][c:34]([SH:36])[n:35]2.[Cl:1][CH:2]1[C:3](=[O:25])[O:4][C:5]([CH:9]2[CH2:10][CH2:11][CH2:12][CH2:13]2)([CH2:14][CH2:15][c:16]2[cH:17][c:18]([Cl:24])[c:19]([O:22][CH3:23])[cH:20][cH:21]2)[CH2:6][C:7]1=[O:8].[OH2:37]>>[C:2]1([S:36][c:34]2[n:33][n:31]3[c:30]([n:29][cH:28][c:27]([CH3:26])[cH:32]3)[n:35]2)=[C:7]([OH:8])[CH2:6][C:5]([CH:9]2[CH2:10][CH2:11][CH2:12][CH2:13]2)([CH2:14][CH2:15][c:16]2[cH:17][c:18]([Cl:24])[c:19]([O:22][CH3:23])[cH:20][cH:21]2)[O:4][C:3]1=[O:25]. The reactants are Cc1cnc2nc(S)nn2c1, COc1ccc(CCC2(C3CCCC3)CC(=O)C(Cl)C(=O)O2)cc1Cl, O. Product: COc1ccc(CCC2(C3CCCC3)CC(O)=C(Sc3nc4ncc(C)cn4n3)C(=O)O2)cc1Cl.